From a dataset of the Open Reaction Database (ORD), a public repository of structured organic reaction records. describe an organic reaction: reactants, conditions, products, and yield Reactants: CC(C)CN, CCCCCCC, CC=CC=CCCC(O)CC(=O)OC. Yields the product CC=CC=CCCC(O)CC(=O)NCC(C)C. Reaction SMILES: [CH2:15]([CH:16]([CH3:17])[CH3:18])[NH2:19].[CH3:20][CH2:21][CH2:22][CH2:23][CH2:24][CH2:25][CH3:26].[OH:1][CH:2]([CH2:3][C:4]([O:6][CH3:5])=[O:7])[CH2:8][CH2:9][CH:10]=[CH:11][CH:12]=[CH:13][CH3:14]>>[OH:1][CH:2]([CH2:3][C:4](=[O:6])[NH:19][CH2:15][CH:16]([CH3:17])[CH3:18])[CH2:8][CH2:9][CH:10]=[CH:11][CH:12]=[CH:13][CH3:14]. Starting materials: Cl/C(/C(=O)O)=C(/C(=O)O)\Cl (2,3-dichloromaleic acid), C1=CC=CC=C1 (benzene), FC1=CC=C(N)C=C1 (4-fluoroaniline), C1=CC=CC=C1 (benzene). Conditions: time 30 minute. The product is Cl/C(/C(=O)[O-])=C(/C(=O)[O-])\Cl.FC1=CC=C([NH3+])C=C1.FC1=CC=C([NH3+])C=C1 (4-fluoroanilinium 2,3-dichloromaleate). Isolated yield 98.7%. As a reaction SMILES: [Cl:1]/[C:2](=[C:6](\[Cl:10])/[C:7]([OH:9])=[O:8])/[C:3]([OH:5])=[O:4].[F:11][C:12]1[CH:18]=[CH:17][C:15]([NH2:16])=[CH:14][CH:13]=1.C1C=CC=CC=1>>[Cl:1]/[C:2](=[C:6](\[Cl:10])/[C:7]([O-:9])=[O:8])/[C:3]([O-:5])=[O:4].[F:11][C:12]1[CH:18]=[CH:17][C:15]([NH3+:16])=[CH:14][CH:13]=1.[F:11][C:12]1[CH:18]=[CH:17][C:15]([NH3+:16])=[CH:14][CH:13]=1 |f:3.4.5|. Procedure details: 9.25g (0.05 mol) of 2,3-dichloromaleic acid was dissolved in 50 ml of benzene. To the resulting solution 20 ml of benzene containing 5.55g (0.05 mol) of 4-fluoroaniline was added dropwise over a period of 20 min. at temperatures of 15°-25° C under agitation. After completing the addition, the mixture was agitated at that temperature for 30 min. during which time crystals formed, which were separated by filtration and washed with benzene to obtain 14.7g of 4-fluoroanilinium 2,3-dichloromaleate in... Reactants: [BH4-].[Na+] (sodium borohydride), C(C)O (ethanol), CC1=NSC(=N1)N1CCC(CC1)=O (1-(3-methyl-1,2,4-thiadiazol-5-yl)piperidin-4-one), FC=1C=C(C=CC1F)C1C=2N(CC(C1)F)N=C(N2)N (8-(3,4-difluorophenyl)-6-fluoro-5,6,7,8-tetrahydro-[1,2,4]triazolo[1,5-a]pyridin-2-amine), CC1=NSC(=N1)N1CCC(CC1)=O (1-(3-methyl-1,2,4-thiadiazol-5-yl)piperidin-4-one). Reagents/catalysts: CC([O-])C.[Ti+4].CC([O-])C.CC([O-])C.CC([O-])C (titanium(IV) isopropoxide). The solvent is ClC(C)Cl (dichloroethane). Conditions: temperature 85 celsius, time 2 hour. The product is FC=1C=C(C=CC1F)C1C=2N(CC(C1)F)N=C(N2)NC2CCN(CC2)C2=NC(=NS2)C ([8-(3,4-Difluoro-phenyl)-6-fluoro-5,6,7,8-tetrahydro-[1,2,4]triazolo[1,5-a]pyridin-2-yl]-[1-(3-methyl-[1,2,4]thiadiazol-5-yl)-piperidin-4-yl]-amine), foam. The yield is 30.0%. RXN SMILES: [F:1][C:2]1[CH:3]=[C:4]([CH:9]2[CH2:14][CH:13]([F:15])[CH2:12][N:11]3[N:16]=[C:17]([NH2:19])[N:18]=[C:10]23)[CH:5]=[CH:6][C:7]=1[F:8].[CH3:20][C:21]1[N:25]=[C:24]([N:26]2[CH2:31][CH2:30][C:29](=O)[CH2:28][CH2:27]2)[S:23][N:22]=1.[BH4-].[Na+].C(O)C>ClC(Cl)C.CC(C)[O-].[Ti+4].CC(C)[O-].CC(C)[O-].CC(C)[O-]>[F:1][C:2]1[CH:3]=[C:4]([CH:9]2[CH2:14][CH:13]([F:15])[CH2:12][N:11]3[N:16]=[C:17]([NH:19][CH:29]4[CH2:28][CH2:27][N:26]([C:24]5[S:23][N:22]=[C:21]([CH3:20])[N:25]=5)[CH2:31][CH2:30]4)[N:18]=[C:10]23)[CH:5]=[CH:6][C:7]=1[F:8] |f:2.3,6.7.8.9.10|. Reported procedure: A solution of 8-(3,4-difluorophenyl)-6-fluoro-5,6,7,8-tetrahydro-[1,2,4]triazolo[1,5-a]pyridin-2-amine (74 mg, 276 μmol), 1-(3-methyl-1,2,4-thiadiazol-5-yl)piperidin-4-one (82 mg, 414 μmol) and titanium(IV) isopropoxide (240 mg, 253 μL, 828 μmol) dissolved in dichloroethane (6 mL) was heated to 85° C. for 12 hours. Further 1-(3-methyl-1,2,4-thiadiazol-5-yl)piperidin-4-one (54 mg, 276 μmol) was added and stirred at 85° C. for another two hours. The reaction mixture was cooled to 50° C., sodium bo... Starting materials: C(#N)C=1C=C(C=CC1F)Br (3-cyano-4-fluoro-bromobenzene), [OH-].[Na+] (NaOH), N1C(C2(C3=CC=CC=C13)CCCC2B(O)O)=O ((spiro[cyclopentane-1,3′-[3H]indol]-2′(1′H)-one-5-yl) boronic acid), C(C)(=O)[O-].[Na+] (sodium acetate). The reagents and catalysts are C=1C=CC(=CC1)[P](C=2C=CC=CC2)(C=3C=CC=CC3)[Pd]([P](C=4C=CC=CC4)(C=5C=CC=CC5)C=6C=CC=CC6)([P](C=7C=CC=CC7)(C=8C=CC=CC8)C=9C=CC=CC9)[P](C=1C=CC=CC1)(C=1C=CC=CC1)C=1C=CC=CC1 (tetrakis(triphenylphosphine)palladium(0)). Solvent: COCCOC (ethylene glycol dimethyl ether), O (water). Product: C(#N)C=1C=C(C=CC1F)C=1C=C2C3(C(NC2=CC1)=O)CCCC3 (5′-(3-cyano-4-fluorophenyl)-spiro[cyclopentane-1,3′-[3H]indol]-2′(1′H)-one). Isolated yield 10.5%. RXN SMILES: [C:1]([C:3]1[CH:4]=[C:5](Br)[CH:6]=[CH:7][C:8]=1[F:9])#[N:2].[NH:11]1[C:19]2[C:14](=[CH:15][CH:16]=[CH:17][CH:18]=2)[C:13]2([CH:23](B(O)O)[CH2:22][CH2:21][CH2:20]2)[C:12]1=[O:27].C([O-])(=O)C.[Na+].[OH-].[Na+]>COCCOC.O.C1C=CC([P]([Pd]([P](C2C=CC=CC=2)(C2C=CC=CC=2)C2C=CC=CC=2)([P](C2C=CC=CC=2)(C2C=CC=CC=2)C2C=CC=CC=2)[P](C2C=CC=CC=2)(C2C=CC=CC=2)C2C=CC=CC=2)(C2C=CC=CC=2)C2C=CC=CC=2)=CC=1>[C:1]([C:3]1[CH:4]=[C:5]([C:16]2[CH:15]=[C:14]3[C:19](=[CH:18][CH:17]=2)[NH:11][C:12](=[O:27])[C:13]23[CH2:23][CH2:22][CH2:21][CH2:20]2)[CH:6]=[CH:7][C:8]=1[F:9])#[N:2] |f:2.3,4.5,^1:45,47,66,85|. Reported procedure: A solution of 3-cyano-4-fluoro-bromobenzene (0.63 g, 3.1 mmol), and tetrakis(triphenylphosphine)palladium(0) (0.2 g) in ethylene glycol dimethyl ether (20 cm3) was stirred under N2 for 20 minutes. To this mixture was then added (spiro[cyclopentane-1,3′-[3H]indol]-2′(1′H)-one-5-yl) boronic acid (1.0 g, 4.7 mmol) and sodium acetate (1.0 g, 9.4 mmol) in water (5 cm3). The solution was brought to reflux for 18 hours and then cooled to room temperature, poured into 2N NaOH and extracted with EtOAc (×... Reactants: CC(C)(C)N1C(=O)C(NCC(=O)O)=C(c2ccccc2)S1(=O)=O, ClCCCl, COc1ccc(CO)cc1, CN(C)c1ccncc1, ClCCl, [K+], [K+], O=C([O-])[O-], CN(C)C=O. The product is COc1ccc(COC(=O)CNC2=C(c3ccccc3)S(=O)(=O)N(C(C)(C)C)C2=O)cc1. As a reaction SMILES: [C:1]([CH3:2])([CH3:3])([CH3:4])[N:5]1[S:6](=[O:22])(=[O:23])[C:7]([c:16]2[cH:17][cH:18][cH:19][cH:20][cH:21]2)=[C:8]([NH:11][CH2:12][C:13](=[O:14])[OH:15])[C:9]1=[O:10].[CH2:34]([Cl:35])[CH2:36][Cl:37].[CH3:24][O:25][c:26]1[cH:27][cH:28][c:29]([CH2:32][OH:33])[cH:30][cH:31]1.[CH3:44][N:45]([c:46]1[cH:47][cH:48][n:49][cH:50][cH:51]1)[CH3:52].[Cl:53][CH2:54][Cl:55].[K+:38].[K+:39].[O-:40][C:41]([O-:42])=[O:43].[O:56]=[CH:57][N:58]([CH3:59])[CH3:60]>>[C:1]([CH3:2])([CH3:3])([CH3:4])[N:5]1[S:6](=[O:22])(=[O:23])[C:7]([c:16]2[cH:17][cH:18][cH:19][cH:20][cH:21]2)=[C:8]([NH:11][CH2:12][C:13](=[O:14])[O:15][CH2:32][c:29]2[cH:28][cH:27][c:26]([O:25][CH3:24])[cH:31][cH:30]2)[C:9]1=[O:10]. The reactants are [Cl-].[NH4+] (ammonium chloride), N1=CC=C(C=C1)C (4-picoline), C1(CC1)Br (Cyclopropyl bromide), C(C)(C)[N-]C(C)C.[Li+] (Lithium diisopropylamide). Solvent: O1CCCC1 (tetrahydrofuran). Reaction conditions: temperature -40 celsius, time 20 minute. Yields the product C1(CC1)CC1=CC=NC=C1 (4-Cyclopropylmethylpyridine). Yield: 66.0%. RXN SMILES: [N:1]1[CH:6]=[CH:5][C:4]([CH3:7])=[CH:3][CH:2]=1.C([N-][CH:12]([CH3:14])[CH3:13])(C)C.[Li+].C1(Br)CC1.[Cl-].[NH4+]>O1CCCC1>[CH:12]1([CH2:7][C:4]2[CH:5]=[CH:6][N:1]=[CH:2][CH:3]=2)[CH2:14][CH2:13]1 |f:1.2,4.5|. Procedure details: A solution of 19.5 ml (200 mmol) of 4-picoline in tetrahydrofuran (120 ml) was cooled to −78° C. Lithium diisopropylamide (2 M heptane, tetrahydrofuran, ethylbenzene solution) (200 ml) was added dropwise to the cooled solution over a period of 20 min, and the mixture was stirred at −40° C. for 20 min and was then cooled to −78° C. Cyclopropyl bromide (16.0 ml, 200 mmol) was added dropwise to the reaction solution over a period of 25 min, and the mixture was stirred at −78° C. for one hr. The rea... The reactants are C(C)(=O)OCC.CCCCCC (ethyl acetate hexane), BrCC=1C(=C(C=CC1)S(=O)(=O)NC(C)(C)C)C(=O)OCC (3-bromomethyl-2-carboethoxy-N-(1,1-dimethylethyl)benzenesulfonamide), C(C)(=O)[O-].[K+] (potassium acetate). The solvent is CS(=O)C (dimethylsulfoxide). Yields the product C(C)(=O)OCC=1C(=C(C=CC1)S(=O)(=O)NC(C)(C)C)C(=O)OCC (3-Acetoxymethyl-2-carboethoxy-N-(1,1-dimethylethyl)benzenesulfonamide). Isolated yield 54.6%. As a reaction SMILES: Br[CH2:2][C:3]1[C:4]([C:17]([O:19][CH2:20][CH3:21])=[O:18])=[C:5]([S:9]([NH:12][C:13]([CH3:16])([CH3:15])[CH3:14])(=[O:11])=[O:10])[CH:6]=[CH:7][CH:8]=1.[C:22]([O-:25])(=[O:24])[CH3:23].[K+].C(OCC)(=O)C.CCCCCC>CS(C)=O>[C:22]([O:25][CH2:2][C:3]1[C:4]([C:17]([O:19][CH2:20][CH3:21])=[O:18])=[C:5]([S:9]([NH:12][C:13]([CH3:16])([CH3:15])[CH3:14])(=[O:11])=[O:10])[CH:6]=[CH:7][CH:8]=1)(=[O:24])[CH3:23] |f:1.2,3.4|. Procedure details: A solution of 5.0 g of 3-bromomethyl-2-carboethoxy-N-(1,1-dimethylethyl)benzenesulfonamide and 1.5 g of potassium acetate in 50 mL of dimethylsulfoxide was stirred at room temperature for 6 hours. The resulting reaction mixture was poured onto ice and extracted with ethyl acetate. The organic phase was washed with a solution of saturated sodium chloride and then dried over magnesium sulfate. Removal of the drying agent by filtration and concentration provided a white solid. Chromatography on sil...